From a dataset of the Open Reaction Database (ORD), a public repository of structured organic reaction records. describe an organic reaction: reactants, conditions, products, and yield Reactants: C1CCOC1, O=C(OO)c1cccc(Cl)c1, c1ccc2nc(NC3=NCC4(CN5CCC4CC5)O3)cnc2c1. Product: [O-][N+]12CCC(CC1)C1(CN=C(Nc3cnc4ccccc4n3)O1)C2. RXN SMILES: [CH2:35]1[O:36][CH2:37][CH2:38][CH2:39]1.[Cl:24][c:25]1[cH:26][c:27]([C:32](=[O:29])[O:33][OH:34])[cH:28][cH:30][cH:31]1.[n:1]1[c:2]([NH:11][C:12]2=[N:16][CH2:15][C:14]3([O:13]2)[CH2:17][N:18]2[CH2:19][CH2:20][CH:21]3[CH2:22][CH2:23]2)[cH:3][n:4][c:5]2[cH:6][cH:7][cH:8][cH:9][c:10]12>>[n:1]1[c:2]([NH:11][C:12]2=[N:16][CH2:15][C:14]3([O:13]2)[CH2:17][N+:18]2([O-:29])[CH2:19][CH2:20][CH:21]3[CH2:22][CH2:23]2)[cH:3][n:4][c:5]2[cH:6][cH:7][cH:8][cH:9][c:10]12. Reactants: O (water), Cl[Si](C)(C)C(C)(C)C (Chloro-t-butyldimethylsilane), ClC=1C=C(C#N)C=C(C1)OC=1C(=NN(C1C)CCO)C (3-Chloro-5-{[1-(2-hydroxyethyl)-3,5-dimethyl-1H-pyrazol-4-yl]oxy}benzonitrile), N1C=NC=C1 (imidazole). Solvent: CN(C=O)C (N,N-dimethylformamide). Reaction conditions: time 3 day. Product: [Si](C)(C)(C(C)(C)C)OCCN1N=C(C(=C1C)OC=1C=C(C#N)C=C(C1)Cl)C (3-{[1-(2-{[tert-Butyl(dimethyl)silyl]oxy}ethyl)-3,5-dimethyl-1H-pyrazol-4-yl]oxy}-5-chlorobenzonitrile). Isolated yield 82.1%. As a reaction SMILES: Cl[Si:2]([C:5]([CH3:8])([CH3:7])[CH3:6])([CH3:4])[CH3:3].[Cl:9][C:10]1[CH:11]=[C:12]([CH:15]=[C:16]([O:18][C:19]2[C:20]([CH3:28])=[N:21][N:22]([CH2:25][CH2:26][OH:27])[C:23]=2[CH3:24])[CH:17]=1)[C:13]#[N:14].N1C=CN=C1.O>CN(C)C=O>[Si:2]([O:27][CH2:26][CH2:25][N:22]1[C:23]([CH3:24])=[C:19]([O:18][C:16]2[CH:15]=[C:12]([CH:11]=[C:10]([Cl:9])[CH:17]=2)[C:13]#[N:14])[C:20]([CH3:28])=[N:21]1)([C:5]([CH3:8])([CH3:7])[CH3:6])([CH3:4])[CH3:3]. Procedure details: Chloro-t-butyldimethylsilane (2.78 g, 18.5 mmol) was added in one portion to a stirred solution of the pyrazole of Example 114 (4.89 g, 16.8 mmol) and imidazole (1.48 g, 21.8 mmol) in N,N-dimethylformamide (30 ml) at room temperature under nitrogen. The reaction was stirred for 3 days and water (200 ml) was added. The aqueous phase was extracted with diethyl ether (3×200 ml) and the combined organic phases were washed with water (2×50 ml) and brine (2×50 ml), dried over magnesium sulphate, filte... Reactants: C(C1=CC=CC=C1)OC(=O)NC1N=C(C2=C(N(C1=O)CC(=O)N(C1=CC=C(C=C1)OC)C(C)C)C=CC=C2)C=2C=NC=CC2 (2-[3-(N-benzyloxycarbonyl-amino)-2-oxo-5-pyridin-3-yl-2,3-dihydro-benzo[e][1,4]diazepin-1-yl]-N-isopropyl-N-(4-methoxy-phenyl)-acetamide), Intermediate 30, Br (hydrogen bromide). Run in C(C)(=O)O (acetic acid). Reaction conditions: time 16 hour. The product is Br.NC1N=C(C2=C(N(C1=O)CC(=O)N(C1=CC=C(C=C1)OC)C(C)C)C=CC=C2)C=2C=NC=CC2 (2-(3-Amino-2-oxo-5-pyridin-3-yl-2,3-dihydro-benzo[e][1,4]diazepin-1-yl)-N-isopropyl-N-(4-methoxy-phenyl)-acetamide hydrobromide). RXN SMILES: C(OC([NH:11][CH:12]1[C:18](=[O:19])[N:17]([CH2:20][C:21]([N:23]([CH:32]([CH3:34])[CH3:33])[C:24]2[CH:29]=[CH:28][C:27]([O:30][CH3:31])=[CH:26][CH:25]=2)=[O:22])[C:16]2[CH:35]=[CH:36][CH:37]=[CH:38][C:15]=2[C:14]([C:39]2[CH:40]=[N:41][CH:42]=[CH:43][CH:44]=2)=[N:13]1)=O)C1C=CC=CC=1.[BrH:45]>C(O)(=O)C>[BrH:45].[NH2:11][CH:12]1[C:18](=[O:19])[N:17]([CH2:20][C:21]([N:23]([CH:32]([CH3:34])[CH3:33])[C:24]2[CH:25]=[CH:26][C:27]([O:30][CH3:31])=[CH:28][CH:29]=2)=[O:22])[C:16]2[CH:35]=[CH:36][CH:37]=[CH:38][C:15]=2[C:14]([C:39]2[CH:40]=[N:41][CH:42]=[CH:43][CH:44]=2)=[N:13]1 |f:3.4|. Reported procedure: A solution of 1.00 g of 2-[3-(N-benzyloxycarbonyl-amino)-2-oxo-5-pyridin-3-yl-2,3-dihydro-benzo[e][1,4]diazepin-1-yl]-N-isopropyl-N-(4-methoxy-phenyl)-acetamide (1.690 mmol), prepared as in Intermediate 30, in 6 mL glacial acetic acid was saturated with hydrogen bromide gas and stirred at ambient temperature for 16 hrs. The reaction mixture was evaporated in vacuo to a residue and triturated with diethyl ether. The resulting slurry was filtered, washed with diethyl ether, and dried under high va... Yield: 95.0%. Solvent: O (water), O1CCOCC1 (dioxane). The product is N(N)C1=NC(=NC(=N1)N1CCOCC1)NC1=CC=C(C=C1)OC(F)(F)F ((4-Hydrazino-6-morpholin-4-yl-1,3,5-triazin-2-yl)-(4-trifluoromethoxyphenyl)amine). As a reaction SMILES: Cl[C:2]1[N:7]=[C:6]([N:8]2[CH2:13][CH2:12][O:11][CH2:10][CH2:9]2)[N:5]=[C:4]([NH:14][C:15]2[CH:20]=[CH:19][C:18]([O:21][C:22]([F:25])([F:24])[F:23])=[CH:17][CH:16]=2)[N:3]=1.O.[NH2:27][NH2:28]>O1CCOCC1.O>[NH:27]([C:2]1[N:7]=[C:6]([N:8]2[CH2:13][CH2:12][O:11][CH2:10][CH2:9]2)[N:5]=[C:4]([NH:14][C:15]2[CH:20]=[CH:19][C:18]([O:21][C:22]([F:25])([F:24])[F:23])=[CH:17][CH:16]=2)[N:3]=1)[NH2:28] |f:1.2|. Reaction conditions: time 30 minute. The reactants are ClC1=NC(=NC(=N1)N1CCOCC1)NC1=CC=C(C=C1)OC(F)(F)F ((4-Chloro-6-morpholin-4-yl-1,3,5-triazin-2-yl)-(4-trifluoromethoxyphenyl)amine), O.NN (hydrazine hydrate). Procedure: To a solution of (4-chloro-6-morpholin-4-yl-1,3,5-triazin-2-yl)-(4-trifluoromethoxyphenyl)amine (XIV) (3.0 g, 8.51 mmol) in dioxane (16 mL) was added hydrazine hydrate (2 mL) and the mixture stirred at ambient temperature for 30 min. The mixture was diluted with water and the resulting slurry stirred for 10 min and filtered under vacuum. The white precipitate was washed with copious amount of water and dried under vacuum to give (4-hydrazino-6-morpholin-4-yl-1,3,5-triazin-2-yl)-(4-trifluorometho... The reactants are ClC1=C(C=C(C=C1OC)OC)N (2-chloro-3,5-dimethoxy-phenylamine), C(C)NC1=NC(=NC=C1C=O)SC (4-ethylamino-2-methylsulfanyl-pyrimidine-5-carbaldehyde). The reagents and catalysts are S(O)(O)(=O)=O (sulfuric acid). The solvent is C1(=CC=CC=C1)C (toluene). Run at time 3 hour. The product is ClC1=C(C=C(C=C1OC)OC)N=CC=1C(=NC(=NC1)SC)NCC ({5-[(2-Chloro-3,5-dimethoxy-phenylimino)-methyl]-2-methylsulfanyl-pyrimidin-4-yl}-ethyl-amine). Yield: 99.6%. RXN SMILES: [Cl:1][C:2]1[C:7]([O:8][CH3:9])=[CH:6][C:5]([O:10][CH3:11])=[CH:4][C:3]=1[NH2:12].[CH2:13]([NH:15][C:16]1[C:21]([CH:22]=O)=[CH:20][N:19]=[C:18]([S:24][CH3:25])[N:17]=1)[CH3:14]>C1(C)C=CC=CC=1.S(=O)(=O)(O)O>[Cl:1][C:2]1[C:7]([O:8][CH3:9])=[CH:6][C:5]([O:10][CH3:11])=[CH:4][C:3]=1[N:12]=[CH:22][C:21]1[C:16]([NH:15][CH2:13][CH3:14])=[N:17][C:18]([S:24][CH3:25])=[N:19][CH:20]=1. Reported procedure: Into a solution of 3.78 g (20.2 mmol) of 2-chloro-3,5-dimethoxy-phenylamine in 110 mL of toluene was added 3.97 g (20.15 mmol) of 4-ethylamino-2-methylsulfanyl-pyrimidine-5-carbaldehyde. The reaction vessel was equipped with a Dean-Stark trap, and the reaction was warmed to reflux. After 3 hours, two drops of concentrated sulfuric acid were added to the reaction. The reaction was refluxed overnight then concentrated in vacuo to give 7.36 g (93%) of the title compound, which was used as is in the... The reactants are CCO, Cl, [K+], CN(C)C(=O)Sc1c(Cl)cc(N)cc1Cl, [OH-], O. The product is Nc1cc(Cl)c(S)c(Cl)c1. Reaction SMILES: [CH3:19][CH2:20][OH:21].[ClH:18].[K+:17].[NH2:1][c:2]1[cH:3][c:4]([Cl:15])[c:5]([S:9][C:10](=[O:11])[N:12]([CH3:13])[CH3:14])[c:6]([Cl:8])[cH:7]1.[OH-:16].[OH2:22]>>[NH2:1][c:2]1[cH:3][c:4]([Cl:15])[c:5]([SH:9])[c:6]([Cl:8])[cH:7]1. Starting materials: N1=CC(=CC=C1)/C(=C/CCCCC(=O)O)/C1=CC=CC=C1 ((E)-7-(3-pyridyl)-7-phenyl-6-heptenoic acid), CCN(CC)CCN1C2=C3C(=C(C=C2)CO)SC4=C(C3=N1)C=CC(=C4)Cl (Ia-4). The solvent is Cl (HCl). Yields the product Cl.N1=CC(=CC=C1)/C(=C/CCCCC(=O)O)/C1=CC=CC=C1 ((E)-7-(3-pyridyl)-7-phenyl-6-heptenoic acid hydrochloride). RXN SMILES: [N:1]1[CH:6]=[CH:5][CH:4]=[C:3](/[C:7](/[C:16]2[CH:21]=[CH:20][CH:19]=[CH:18][CH:17]=2)=[CH:8]/[CH2:9][CH2:10][CH2:11][CH2:12][C:13]([OH:15])=[O:14])[CH:2]=1.CCN(CCN1N=C2C3C(SC4C=C([Cl:47])C=CC=42)=C(CO)C=CC1=3)CC>Cl>[ClH:47].[N:1]1[CH:6]=[CH:5][CH:4]=[C:3](/[C:7](/[C:16]2[CH:17]=[CH:18][CH:19]=[CH:20][CH:21]=2)=[CH:8]/[CH2:9][CH2:10][CH2:11][CH2:12][C:13]([OH:15])=[O:14])[CH:2]=1 |f:3.4|. Procedure: To (E)-7-(3-pyridyl)-7-phenyl-6-heptenoic acid (Ia-4, 300 mg was dissolved in 2N HCl (5 ml). The solution was concentrated under reduced pressure. Recrystallization of the resulting crystals from ethanol-isopropyl ether gave (E)-7-(3-pyridyl)-7-phenyl-6-heptenoic acid hydrochloride (Ii-75) (285 mg), m.p. 163°-165° C. Physicochemical properties including other data are shown in Table 6.